From a dataset of the Open Reaction Database (ORD), a public repository of structured organic reaction records. describe an organic reaction: reactants, conditions, products, and yield The reactants are 14(a), ClC=1C=CC2=C(CC3=C([C@H]4N2CCNC4)C=CC=C3)C1 ((14bR)-8-chloro-1,2,3,4,10,14b-hexahydrodibenzo[c,f]pyrazino[1,2-a]azepine), BrCCN1C(C=2C(C1=O)=CC=CC2)=O (N-(2-bromoethyl)phthalimide). The product is ClC=1C=CC2=C(CC3=C([C@H]4N2CCN(C4)CCN4C(C=2C(C4=O)=CC=CC2)=O)C=CC=C3)C1 ((14bR)-8-Chloro-2-(2-phthalimidoethyl)-1,2,3,4,10,14b-hexahydrodibenzo[c,f]pyrazino[1,2-a]azepine). Isolated yield 47.0%. Reaction SMILES: [Cl:1][C:2]1[CH:3]=[CH:4][C:5]2[N:11]3[CH2:12][CH2:13][NH:14][CH2:15][C@H:10]3[C:9]3[CH:16]=[CH:17][CH:18]=[CH:19][C:8]=3[CH2:7][C:6]=2[CH:20]=1.Br[CH2:22][CH2:23][N:24]1[C:28](=[O:29])[C:27]2=[CH:30][CH:31]=[CH:32][CH:33]=[C:26]2[C:25]1=[O:34]>>[Cl:1][C:2]1[CH:3]=[CH:4][C:5]2[N:11]3[CH2:12][CH2:13][N:14]([CH2:22][CH2:23][N:24]4[C:28](=[O:29])[C:27]5=[CH:30][CH:31]=[CH:32][CH:33]=[C:26]5[C:25]4=[O:34])[CH2:15][C@H:10]3[C:9]3[CH:16]=[CH:17][CH:18]=[CH:19][C:8]=3[CH2:7][C:6]=2[CH:20]=1. Procedure: Following a procedure similar to that described in Preparation 14(a), but using (14bR)-8-chloro-1,2,3,4,10,14b-hexahydrodibenzo[c,f]pyrazino[1,2-a]azepine and N-(2-bromoethyl)phthalimide, the title compound was obtained in a yield of 47%.